From a dataset of the Open Reaction Database (ORD), a public repository of structured organic reaction records. describe an organic reaction: reactants, conditions, products, and yield Reactants: BrC1=NOC(C1)C(C(=O)O)N1C(C=2C(C1=O)=CC=CC2)=O (3-bromo-4,5-dihydro-α-phthalimido-5-isoxazole acetic acid), O.NN (hydrazine hydrate), C(C)(=O)O (acetic acid). Solvent: O (water). Run at time 7 hour. Yields the product N[C@H](C(=O)O)[C@@H]1CC(=NO1)Br ((αS,5S)-α-amino-3-bromo-4,5-dihydro-5-isoxazole acetic acid). The yield is 46.8%. Reaction SMILES: [Br:1][C:2]1[CH2:6][CH:5]([CH:7]([N:11]2C(=O)C3=CC=CC=C3C2=O)[C:8]([OH:10])=[O:9])[O:4][N:3]=1.O.NN.C(O)(=O)C>O>[NH2:11][C@@H:7]([C@H:5]1[O:4][N:3]=[C:2]([Br:1])[CH2:6]1)[C:8]([OH:10])=[O:9] |f:1.2|. Procedure details: To 710 mg (2.3 mmole) of 3-bromo-4,5-dihydro-α-phthalimido-5-isoxazole acetic acid in 15 ml of water is added 260 μl of hydrazine hydrate and the solution stirred at 50° for 7 hours. After cooling, the solution is adjusted to pH 5.5 with acetic acid (80 μl), filtered, and the precipitate washed with 13 ml water. The filtrate is diluted with 200 ml of 2-butanol and allowed to crystallized in the refrigerator for 18 hours. Filtration yielded 240 mg of (αS,5S)-α-amino-3-bromo-4,5-dihydro-5-isoxazol... The reactants are BrC1=CN(C=2N=CN=C(C21)Cl)C(C)C (5-Bromo-4-chloro-7-isopropyl-7H-pyrrolo[2,3-d]pyrimidine), CON(C(=O)C1=NC(=CC=C1)Br)C (6-Bromo-pyridine-2-carboxylic acid methoxy-methyl-amide), BrC=1C=C(C=NC1)C(=O)C1=CN(C=2N=CN=C(C21)Cl)C(C)C ((5-Bromo-pyridin-3-yl)-(4-chloro-7-isopropyl-7H-pyrrolo[2,3-d]pyrimidin-5-yl)-methanone). Product: BrC1=CC=CC(=N1)C(=O)C1=CN(C=2N=CN=C(C21)Cl)C(C)C ((6-Bromo-pyridin-2-yl)-(4-chloro-7-isopropyl-7H-pyrrolo[2,3-d]pyrimidin-5-yl)-methanone). Yield: 68.6%. As a reaction SMILES: Br[C:2]1[C:10]2[C:9]([Cl:11])=[N:8][CH:7]=[N:6][C:5]=2[N:4]([CH:12]([CH3:14])[CH3:13])[CH:3]=1.CON(C)[C:18]([C:20]1[CH:25]=[CH:24][CH:23]=[C:22]([Br:26])[N:21]=1)=[O:19].BrC1C=C(C(C2C3C(Cl)=NC=NC=3N(C(C)C)C=2)=O)C=NC=1>>[Br:26][C:22]1[N:21]=[C:20]([C:18]([C:2]2[C:10]3[C:9]([Cl:11])=[N:8][CH:7]=[N:6][C:5]=3[N:4]([CH:12]([CH3:14])[CH3:13])[CH:3]=2)=[O:19])[CH:25]=[CH:24][CH:23]=1. Procedure: The title compound (34.0 g, 69%) was prepared from 5-Bromo-4-chloro-7-isopropyl-7H-pyrrolo[2,3-d]pyrimidine (35.8 g, 130.5 mmol) and 6-Bromo-pyridine-2-carboxylic acid methoxy-methyl-amide (32.0 g, 130.5 mmol) by procedures analogous to those described for the preparation (5-Bromo-pyridin-3-yl)-(4-chloro-7-isopropyl-7H-pyrrolo[2,3-d]pyrimidin-5-yl)-methanone. MS: 380.6 (MH+); HPLC Rf: 6.05 min. (HPLC method 4); HPLC purity: 100%.